This data is from the Open Reaction Database (ORD), a public repository of structured organic reaction records. The task is: describe an organic reaction: reactants, conditions, products, and yield Reactants: C(C)(C)(C)ON=C1C=C(OC2=CC(=CC=C12)Br)C=1N=CC2=CC=CC=C2C1 (7-bromo-2-isoquinolin-3-yl-chromen-4-one O-tert-butyl oxime), CN(C1=CC=C(C=C1)C#C)C (4-dimethylaminophenylacetylene). Product: CN(C1=CC=C(C=C1)C#CC1=CC=C2C(C=C(OC2=C1)C=1N=CC2=CC=CC=C2C1)=NO)C (7-(4-dimethylaminophenyl)ethynyl-2-isoquinolin-3-yl-chromen-4-one oxime), oxime. Reaction SMILES: C([O:5][N:6]=[C:7]1[C:16]2[C:11](=[CH:12][C:13](Br)=[CH:14][CH:15]=2)[O:10][C:9]([C:18]2[N:19]=[CH:20][C:21]3[C:26]([CH:27]=2)=[CH:25][CH:24]=[CH:23][CH:22]=3)=[CH:8]1)(C)(C)C.[CH3:28][N:29]([CH3:38])[C:30]1[CH:35]=[CH:34][C:33]([C:36]#[CH:37])=[CH:32][CH:31]=1>>[CH3:28][N:29]([CH3:38])[C:30]1[CH:35]=[CH:34][C:33]([C:36]#[C:37][C:13]2[CH:12]=[C:11]3[C:16]([C:7](=[N:6][OH:5])[CH:8]=[C:9]([C:18]4[N:19]=[CH:20][C:21]5[C:26]([CH:27]=4)=[CH:25][CH:24]=[CH:23][CH:22]=5)[O:10]3)=[CH:15][CH:14]=2)=[CH:32][CH:31]=1. Procedure details: 7-(4-dimethylaminophenyl)ethynyl-2-isoquinolin-3-yl-chromen-4-one oxime was prepared in 8% overall yield using the method described in example 24, starting from 7-bromo-2-isoquinolin-3-yl-chromen-4-one O-tert-butyl oxime (example 2B) and 4-dimethylaminophenylacetylene. The title compound was isolated as an orange solid and as a 95/5 mixture of Z/E oxime isomers. The reactants are CC(C)=CCC[C@@H](C)CC=O ((R)-citronellal), starting material, CC(C)=CCC[C@@H](C)CC=O ((R)-citronellal). Reagents/catalysts: [Pt]=O (platinum oxide), [Pt]=O (platinum oxide). Run in C(C)(=O)OCC (ethyl acetate). Reaction conditions: time 124 hour. The product is C[C@@H](CC=O)CCCC(C)C ((R)-3,7-dimethyloctanal). RXN SMILES: [CH3:1][C:2](=[CH:4][CH2:5][CH2:6][C@H:7]([CH2:9][CH:10]=[O:11])[CH3:8])[CH3:3]>C(OCC)(=O)C.[Pt]=O>[CH3:8][C@H:7]([CH2:6][CH2:5][CH2:4][CH:2]([CH3:3])[CH3:1])[CH2:9][CH:10]=[O:11]. Procedure: A 3 L indented flask equipped with a mechanical stirrer and a H2 inlet was charged with 205.7 g (1.333 mol) of (R)-citronellal in 7.4 L of ethyl acetate. The flask was flushed with 0.1 cu. ft. of H2 and 0.50 g (2.0 mmol) of platinum oxide were added. The reaction was stirred under a slight over-pressure of H2 at ambient temperature for 124 hours. During this time, due to relatively rapid deactivation of the catalyst, an additional 3.50 g (143. mmol) of platinum oxide had to be added in 5 portion...